From a dataset of the Open Reaction Database (ORD), a public repository of structured organic reaction records. describe an organic reaction: reactants, conditions, products, and yield The reactants are C(C)(=O)C([C@@H]1[C@H](C[C@@H](O1)N1C(=O)NC(=O)C(C)=C1)N=[N+]=[N-])O (5'-Acetyl-3'-azido-3'-deoxythymidine), C(C1=CC=CC=C1)(=O)Cl (benzoyl chloride). The solvent is N1=CC=CC=C1 (pyridine). Reaction conditions: time 8 hour. The product is C(C)(=O)C([C@@H]1[C@H](C[C@@H](O1)N1C(=O)N(C(=O)C(C)=C1)C(C1=CC=CC=C1)=O)N=[N+]=[N-])O (5'-Acetyl-3'-azido-3-benzoyl-3'-deoxythymidine). Reaction SMILES: [C:1]([CH:4]([OH:22])[C@H:5]1[O:9][C@@H:8]([N:10]2[CH:18]=[C:16]([CH3:17])[C:14](=[O:15])[NH:13][C:11]2=[O:12])[CH2:7][C@@H:6]1[N:19]=[N+:20]=[N-:21])(=[O:3])[CH3:2].[C:23](Cl)(=[O:30])[C:24]1[CH:29]=[CH:28][CH:27]=[CH:26][CH:25]=1>N1C=CC=CC=1>[C:1]([CH:4]([OH:22])[C@H:5]1[O:9][C@@H:8]([N:10]2[CH:18]=[C:16]([CH3:17])[C:14](=[O:15])[N:13]([C:23](=[O:30])[C:24]3[CH:29]=[CH:28][CH:27]=[CH:26][CH:25]=3)[C:11]2=[O:12])[CH2:7][C@@H:6]1[N:19]=[N+:20]=[N-:21])(=[O:3])[CH3:2]. Procedure: 5'-Acetyl-3'-azido-3'-deoxythymidine (0.75 g, 2.4 mMol) was dissolved in pyridine (5 mL) and benzoyl chloride (1.4 mL, 12 mMol, 5 eq.) was added at room temperature. The reaction was stirred overnight then poured onto ice water (250 mL). The pH of the aqueous solution was adjusted to 1. The product was extracted with chloroform. The organic phase was washed with water, dried with MgSO4 and filtered. The chloroform was removed and the oily product was flash chromatographed on silica gel eluted wi... Reactants: FC(C(=O)NCC#CC=1C(=NC(N([C@H]2[C@H](O)[C@H](O)[C@@H](CO)O2)C1)=O)N)(F)F (5-[3-(trifluoroacetamido)propynyl]cytidine), C(C)[SiH](CC)CC (triethylsilane). Reagents/catalysts: [OH-].[Pd+2].[OH-] (Palladium hydroxide). Run in CO (methanol). Conditions: time 22 hour. Yields the product FC(C(=O)NCCCC=1C(=NC(N([C@H]2[C@H](O)[C@H](O)[C@@H](CO)O2)C1)=O)N)(F)F (5-[3-(trifluoroacetamido)propyl]cytidine). Isolated yield 67.2%. RXN SMILES: [F:1][C:2]([F:27])([F:26])[C:3]([NH:5][CH2:6][C:7]#[C:8][C:9]1[C:10]([NH2:25])=[N:11][C:12](=[O:24])[N:13]([CH:23]=1)[C@@H:14]1[O:22][C@H:19]([CH2:20][OH:21])[C@@H:17]([OH:18])[C@H:15]1[OH:16])=[O:4].C([SiH](CC)CC)C>CO.[OH-].[Pd+2].[OH-]>[F:26][C:2]([F:1])([F:27])[C:3]([NH:5][CH2:6][CH2:7][CH2:8][C:9]1[C:10]([NH2:25])=[N:11][C:12](=[O:24])[N:13]([CH:23]=1)[C@@H:14]1[O:22][C@H:19]([CH2:20][OH:21])[C@@H:17]([OH:18])[C@H:15]1[OH:16])=[O:4] |f:3.4.5|. Procedure: 5-[3-(trifluoroacetamido)propynyl]cytidine (1.25 g, 3.19 mmol, 1.00 equiv.) was dissolved in methanol (30 mL). Palladium hydroxide (0.25 g, 20 wt./wt. % based on propynyl cytidine) and triethylsilane (3.71 g, 31.90 mmol, 10.00 equiv.) were added to the reaction mixture. After 20-24 hours at ambient temperature, the reaction mixture was filtered through glass fiber and the filtrate was concentrated under reduced pressure giving a dark brown residue. The residue was purified by flash chromatograph...